From a dataset of the Open Reaction Database (ORD), a public repository of structured organic reaction records. describe an organic reaction: reactants, conditions, products, and yield Reactants: CC([C@@H](C(=O)OC)N1C(C2=CC(=CC=C2C1)C1=NC=C(C=C1)[N+](=O)[O-])=O)C ((S)-Methyl 3-methyl-2-(6-(5-nitropyridin-2-yl)-1-oxoisoindolin-2-yl)butanoate), CC([C@@H](C(=O)OC)N1C(C2=CC(=CC=C2C1)B1OC(C(O1)(C)C)(C)C)=O)C ((S)-Methyl 3-methyl-2-(1-oxo-6-(4,4,5,5-tetramethyl-1,3,2-dioxaborolan-2-yl)isoindolin-2-yl)butanoate), BrC1=C(C=C(C=C1)[N+](=O)[O-])C(F)(F)F (1-bromo-4-nitro-2-(trifluoromethyl)benzene). The reagents and catalysts are C1=CC=C(C=C1)P([C-]2C=CC=C2)C3=CC=CC=C3.C1=CC=C(C=C1)P([C-]2C=CC=C2)C3=CC=CC=C3.Cl[Pd]Cl.[Fe+2] (Pd(dppf)Cl2). The solvent is C(Cl)Cl (CH2Cl2). Product: CC([C@@H](C(=O)OC)N1C(C2=CC(=CC=C2C1)C1=C(C=C(C=C1)[N+](=O)[O-])C(F)(F)F)=O)C ((S)-Methyl 3-methyl-2-(6-(4-nitro-2-(trifluoromethyl)phenyl)-1-oxoisoindolin-2-yl)butanoate). Isolated yield 85.0%. Reaction SMILES: [CH3:1][CH:2]([CH3:27])[C@H:3]([N:8]1[CH2:16][C:15]2[C:10](=[CH:11][C:12]([C:17]3[CH:22]=[CH:21][C:20]([N+:23]([O-:25])=[O:24])=[CH:19]N=3)=[CH:13][CH:14]=2)[C:9]1=[O:26])[C:4]([O:6][CH3:7])=[O:5].CC(C)[C@H](N1CC2C(=CC(B3OC(C)(C)C(C)(C)O3)=CC=2)C1=O)C(OC)=O.BrC1C=CC([N+]([O-])=O)=C[C:57]=1[C:65]([F:68])([F:67])[F:66]>C1C=CC(P(C2C=CC=CC=2)[C-]2C=CC=C2)=CC=1.C1C=CC(P(C2C=CC=CC=2)[C-]2C=CC=C2)=CC=1.Cl[Pd]Cl.[Fe+2].C(Cl)Cl>[CH3:1][CH:2]([CH3:27])[C@H:3]([N:8]1[CH2:16][C:15]2[C:10](=[CH:11][C:12]([C:17]3[CH:22]=[CH:21][C:20]([N+:23]([O-:25])=[O:24])=[CH:19][C:57]=3[C:65]([F:68])([F:67])[F:66])=[CH:13][CH:14]=2)[C:9]1=[O:26])[C:4]([O:6][CH3:7])=[O:5] |f:3.4.5.6|. Procedure details: The compound of example 413 was prepared analogous to the compound of example 391 by reaction of the compound of example 390, 1-bromo-4-nitro-2-(trifluoromethyl)benzene and Pd(dppf)Cl2: CH2Cl2. Reactants: C([O-])([O-])=O.[Na+].[Na+] (sodium carbonate), ClC=1C=C2C(=CNC2=CC1)CCNC(C1=C(C=CC=C1)I)=O (N-(2-(5-chloro-1H-indol-3-yl)ethyl)-2-iodobenzamide), FC(C1=CC=C(C=C1)B(O)O)(F)F (4-(trifluoromethyl)phenylboronic acid). The reagents and catalysts are C=1C=CC(=CC1)[P](C=2C=CC=CC2)(C=3C=CC=CC3)[Pd]([P](C=4C=CC=CC4)(C=5C=CC=CC5)C=6C=CC=CC6)([P](C=7C=CC=CC7)(C=8C=CC=CC8)C=9C=CC=CC9)[P](C=1C=CC=CC1)(C=1C=CC=CC1)C=1C=CC=CC1 (tetrakis(triphenylphosphine)palladium). Solvent: C(OC)COC (dimethoxyethane), O (water). The product is eluent, ClC=1C=C2C(=CNC2=CC1)CCNC(=O)C=1C(=CC=CC1)C1=CC=C(C=C1)C(F)(F)F (N-(2-(5-chloro-1H-indol-3-yl)ethyl)-4′-(trifluoromethyl)biphenyl-2-carboxamide). Yield: 35.9%. RXN SMILES: [Cl:1][C:2]1[CH:3]=[C:4]2[C:8](=[CH:9][CH:10]=1)[NH:7][CH:6]=[C:5]2[CH2:11][CH2:12][NH:13][C:14](=[O:22])[C:15]1[CH:20]=[CH:19][CH:18]=[CH:17][C:16]=1I.[F:23][C:24]([F:35])([F:34])[C:25]1[CH:30]=[CH:29][C:28](B(O)O)=[CH:27][CH:26]=1.C(=O)([O-])[O-].[Na+].[Na+]>C(COC)OC.O.C1C=CC([P]([Pd]([P](C2C=CC=CC=2)(C2C=CC=CC=2)C2C=CC=CC=2)([P](C2C=CC=CC=2)(C2C=CC=CC=2)C2C=CC=CC=2)[P](C2C=CC=CC=2)(C2C=CC=CC=2)C2C=CC=CC=2)(C2C=CC=CC=2)C2C=CC=CC=2)=CC=1>[Cl:1][C:2]1[CH:3]=[C:4]2[C:8](=[CH:9][CH:10]=1)[NH:7][CH:6]=[C:5]2[CH2:11][CH2:12][NH:13][C:14]([C:15]1[C:16]([C:28]2[CH:29]=[CH:30][C:25]([C:24]([F:35])([F:34])[F:23])=[CH:26][CH:27]=2)=[CH:17][CH:18]=[CH:19][CH:20]=1)=[O:22] |f:2.3.4,^1:52,54,73,92|. Procedure: N-(2-(5-chloro-1H-indol-3-yl)ethyl)-4′-(trifluoromethyl)biphenyl-2-carboxamide was prepared according to method B with N-(2-(5-chloro-1H-indol-3-yl)ethyl)-2-iodobenzamide (0.075 g; 0.176 mmol), 4-(trifluoromethyl)phenylboronic acid (0.035 g; 0.180 mmol), tetrakis(triphenylphosphine)palladium (0.010 g; 0.009 mmol), sodium carbonate (0.037 g; 0.353 mmol), in dimethoxyethane (3 mL) and water (1 mL), irradiated in a microwave oven at 180° C. for 5 minutes. Flash chromatography on silica gel (eluent ... As a reaction SMILES: [C:1](=[O:2])([O:3][C:4]([CH3:5])([CH3:6])[CH3:7])[NH:8][CH:9]([CH2:10][O:11][Si:12]([CH3:13])([CH3:14])[C:15]([CH3:16])([CH3:17])[CH3:18])[C:19]#[CH:20].[CH2:29]1[O:30][CH2:31][CH2:32][CH2:33]1.[CH3:23][CH2:24][O:25][C:26]([CH3:27])=[O:28].[H-:22].[Na+:21]>>[C:1](=[O:2])([O:3][C:4]([CH3:5])([CH3:6])[CH3:7])[N:8]([CH:9]([CH2:10][O:11][Si:12]([CH3:13])([CH3:14])[C:15]([CH3:16])([CH3:17])[CH3:18])[C:19]#[CH:20])[CH3:23]. Starting materials: C#CC(CO[Si](C)(C)C(C)(C)C)NC(=O)OC(C)(C)C, C1CCOC1, CCOC(C)=O, [H-], [Na+]. Product: C#CC(CO[Si](C)(C)C(C)(C)C)N(C)C(=O)OC(C)(C)C. Starting materials: OCCCNCCNC1=CC=C(C=2C(C3=C(C=CC(=C3C(C12)=O)O)O)=O)NCCNCCCO (1,4-bis[2-(3-hydroxypropylamino)ethylamino]-5,8-dihydroxyanthraquinone), C(C)(=O)O (acetic acid). Solvent: C(C)O (ethanol). The product is C(C)(=O)O.C(C)(=O)O.OCCCNCCNC1=CC=C(C=2C(C3=C(C=CC(=C3C(C12)=O)O)O)=O)NCCNCCCO (1,4-Bis[2-(3-hydroxypropylamino)ethylamino]-5,8-dihydroxyanthraquinone diacetate salt). RXN SMILES: [OH:1][CH2:2][CH2:3][CH2:4][NH:5][CH2:6][CH2:7][NH:8][C:9]1[C:22]2[C:21](=[O:23])[C:20]3[C:15](=[C:16]([OH:25])[CH:17]=[CH:18][C:19]=3[OH:24])[C:14](=[O:26])[C:13]=2[C:12]([NH:27][CH2:28][CH2:29][NH:30][CH2:31][CH2:32][CH2:33][OH:34])=[CH:11][CH:10]=1.[C:35]([OH:38])(=[O:37])[CH3:36]>C(O)C>[C:35]([OH:38])(=[O:37])[CH3:36].[C:35]([OH:38])(=[O:37])[CH3:36].[OH:1][CH2:2][CH2:3][CH2:4][NH:5][CH2:6][CH2:7][NH:8][C:9]1[C:22]2[C:21](=[O:23])[C:20]3[C:15](=[C:16]([OH:25])[CH:17]=[CH:18][C:19]=3[OH:24])[C:14](=[O:26])[C:13]=2[C:12]([NH:27][CH2:28][CH2:29][NH:30][CH2:31][CH2:32][CH2:33][OH:34])=[CH:11][CH:10]=1 |f:3.4.5|. Procedure: A mixture of 228 mg. of 1,4-bis[2-(3-hydroxypropylamino)ethylamino]-5,8-dihydroxyanthraquinone, 60 mg. of glacial acetic acid, and 50 ml. of ethanol is heated under reflux for 30 minutes to give the title compound. Reported procedure: A solution of 9-[2-(t-butyldimethylsilyloxy)-3-(diethoxyphosphorylmethoxy)propoxy]-6-phthalimidopurine (0.99 g, 1.6 mmol) in dichloromethane (10 ml) was cooled to 0° C., treated with methylhydrazine (0.lml, 1.76 mmol) and stirred at 20° C. for 1.5 h. The reaction mixture was filtered and evaporated in vacuo and the residue dissolved in ether. The ether was filtered, evaporated in vacuo and the residue chromatographed twice on silica, eluting firstly with chloroform-methanol 20:1 and then with ch... Reaction conditions: temperature 20 celsius, time 1.5 hour. Solvent: ClCCl (dichloromethane). As a reaction SMILES: [Si:1]([O:8][CH:9]([CH2:32][O:33][CH2:34][P:35]([O:40][CH2:41][CH3:42])([O:37][CH2:38][CH3:39])=[O:36])[CH2:10][O:11][N:12]1[CH:20]=[N:19][C:18]2[C:13]1=[N:14][CH:15]=[N:16][C:17]=2[N:21]1C(=O)C2=CC=CC=C2C1=O)([C:4]([CH3:7])([CH3:6])[CH3:5])([CH3:3])[CH3:2].CNN>ClCCl>[Si:1]([O:8][CH:9]([CH2:32][O:33][CH2:34][P:35]([O:40][CH2:41][CH3:42])([O:37][CH2:38][CH3:39])=[O:36])[CH2:10][O:11][N:12]1[CH:20]=[N:19][C:18]2[C:13]1=[N:14][CH:15]=[N:16][C:17]=2[NH2:21])([C:4]([CH3:7])([CH3:6])[CH3:5])([CH3:3])[CH3:2]. Yield: 61.3%. Product: [Si](C)(C)(C(C)(C)C)OC(CON1C2=NC=NC(=C2N=C1)N)COCP(=O)(OCC)OCC (9-[2-(t -butyldimethylsilyloxy)-3-(diethoxyphosphorylmethoxy)propoxy]adenine). Starting materials: [Si](C)(C)(C(C)(C)C)OC(CON1C2=NC=NC(=C2N=C1)N1C(C=2C(C1=O)=CC=CC2)=O)COCP(=O)(OCC)OCC (9-[2-(t-butyldimethylsilyloxy)-3-(diethoxyphosphorylmethoxy)propoxy]-6-phthalimidopurine), CNN (methylhydrazine). Reactants: FC(C(=O)O)(F)F.CC(C(=O)OC(C)(C)C)(C)NC(CCC1=CC=C(C=C1)C1=CC=C(C=C1)CCN1[C@@H](CCC1)C)=O ((R)-tert-butyl 2-methyl-2-(3-(4′-(2-(2-methylpyrrolidin-1-yl)ethyl)biphenyl-4-yl)propanamido)propanoate 2,2,2-trifluoroacetate), Cl (hydrogen chloride), O1CCOCC1 (dioxane). Run at time 4 hour. Product: CC(C(=O)O)(C)NC(CCC1=CC=C(C=C1)C1=CC=C(C=C1)CCN1[C@@H](CCC1)C)=O ((R)-2-Methyl-2-(3-(4′-(2-(2-Methylpyrrolidin-1-yl)ethyl)biphenyl-4-yl)propanamido)propanoic acid). Reaction SMILES: FC(F)(F)C(O)=O.[CH3:8][C:9]([NH:18][C:19](=[O:42])[CH2:20][CH2:21][C:22]1[CH:27]=[CH:26][C:25]([C:28]2[CH:33]=[CH:32][C:31]([CH2:34][CH2:35][N:36]3[CH2:40][CH2:39][CH2:38][C@H:37]3[CH3:41])=[CH:30][CH:29]=2)=[CH:24][CH:23]=1)([CH3:17])[C:10]([O:12]C(C)(C)C)=[O:11].Cl.O1CCOCC1>>[CH3:17][C:9]([NH:18][C:19](=[O:42])[CH2:20][CH2:21][C:22]1[CH:27]=[CH:26][C:25]([C:28]2[CH:29]=[CH:30][C:31]([CH2:34][CH2:35][N:36]3[CH2:40][CH2:39][CH2:38][C@H:37]3[CH3:41])=[CH:32][CH:33]=2)=[CH:24][CH:23]=1)([CH3:8])[C:10]([OH:12])=[O:11] |f:0.1|. Procedure: To (R)-tert-butyl 2-methyl-2-(3-(4′-(2-(2-methylpyrrolidin-1-yl)ethyl)biphenyl-4-yl)propanamido)propanoate 2,2,2-trifluoroacetate (2.0 mg, 3.37 mol) was added 4M hydrogen chloride in dioxane (0.295 mL, 1.181 mmol). The reaction was stirred at room temperature for 4 h. The mixture was concentrated to give the title compound. LCMS m/z=423.3 [M+H]+. Starting materials: C1(CCCC1)C=C(C1=CC=C(C=C1)S(=O)(=O)C)C1=CC=2C(=NC=C(C2)OCCOC)N1 (2-[2-cyclopentyl-1-(4-methanesulfonyl-phenyl)-vinyl]-5-(2-methoxy-ethoxy)-1H-pyrrolo[2,3-b]pyridine). Reagents/catalysts: [Pd] (palladium on activated carbon). Solvent: CO (methanol). Conditions: temperature 50 celsius. Product: C1(CCCC1)CC(C1=CC=C(C=C1)S(=O)(=O)C)C1=CC=2C(=NC=C(C2)OCCOC)N1 (2-[2-cyclopentyl-1-(4-methanesulfonyl-phenyl)-ethyl]-5-(2-methoxy-ethoxy)-1H-pyrrolo[2,3-b]pyridine). The yield is 38.3%. Reaction SMILES: [CH:1]1([CH:6]=[C:7]([C:18]2[NH:31][C:21]3=[N:22][CH:23]=[C:24]([O:26][CH2:27][CH2:28][O:29][CH3:30])[CH:25]=[C:20]3[CH:19]=2)[C:8]2[CH:13]=[CH:12][C:11]([S:14]([CH3:17])(=[O:16])=[O:15])=[CH:10][CH:9]=2)[CH2:5][CH2:4][CH2:3][CH2:2]1>[Pd].CO>[CH:1]1([CH2:6][CH:7]([C:18]2[NH:31][C:21]3=[N:22][CH:23]=[C:24]([O:26][CH2:27][CH2:28][O:29][CH3:30])[CH:25]=[C:20]3[CH:19]=2)[C:8]2[CH:13]=[CH:12][C:11]([S:14]([CH3:17])(=[O:16])=[O:15])=[CH:10][CH:9]=2)[CH2:5][CH2:4][CH2:3][CH2:2]1. Procedure: A mixture of 2-[2-cyclopentyl-1-(4-methanesulfonyl-phenyl)-vinyl]-5-(2-methoxy-ethoxy)-1H-pyrrolo[2,3-b]pyridine (260 mg, 0.59 mmol) and 10% palladium on activated carbon (40 mg) in methanol (200 mL) was heated at 50° C. under hydrogen (50 psi) for 6 h. The mixture was cooled to room temperature. The catalyst was removed by filtration and washed with ethyl acetate. The filtrate was concentrated in vacuo and purified using a Waters automated flash system (column: Xterra 30 mm×100 mm, sample manag... Reactants: lithium anion, O1C(NCC1)=O (oxazolidinone), anhydride, C1(=CC=CC=C1)C(C1=CC=CC=C1)C1=CC=CC=C1 (triphenylmethane), C(CCC)[Li] (n-Butyllithium), CC(CC(=O)O)(C1=CC=CC=C1)C (3,3-dimethyl-3-phenyl propionic acid), C(C(C)(C)C)(=O)Cl (Pivaloyl chloride), anhydride. Solvent: O1CCCC1 (tetrahydrofuran), O1CCCC1 (tetrahydrofuran), C(C)N(CC)CC (triethylamine). Reaction conditions: temperature -78 celsius, time 15 minute. Yields the product C(C1=CC=CC=C1)[C@@H]1NC(OC1)=O ((S)-4-benzyl-2-oxazolidinone), flocculent white solid. The yield is 56.0%. RXN SMILES: C[C:2](C)([C:7]1[CH:12]=[CH:11][CH:10]=[CH:9][CH:8]=1)[CH2:3][C:4](O)=[O:5].C(Cl)(=O)C(C)(C)C.C1(C(C2C=CC=CC=2)C2C=CC=CC=2)C=CC=CC=1.C([Li])CCC.[O:45]1CC[NH:47][C:46]1=O>O1CCCC1.C(N(CC)CC)C>[CH2:2]([C@H:3]1[CH2:4][O:5][C:46](=[O:45])[NH:47]1)[C:7]1[CH:12]=[CH:11][CH:10]=[CH:9][CH:8]=1. Reported procedure: To a solution of 3,3-dimethyl-3-phenyl propionic acid (10 g, 57 mmol, from Reference Example 22) in anhydrous tetrahydrofuran (120 mL) is added under inert atmosphere triethylamine (10 mL) and the mixture is cooled to −78° C. in a dry-ice acetone bath. Pivaloyl chloride (7.4 mL, 60 mmol) is added dropwise, causing the immediate formation of a white precipitate. The reaction mixture is allowed to sit for 15 minutes at −78° C. and is then stirred at 0° C. in an ice-water bath. In a separate flask,... Starting materials: O1CCN(CC1)CC1=NN(C=C1)C1=C(C(=O)OCC)C=CC=N1 (ethyl 2-(3-(morpholinomethyl)-1H-pyrazol-1-yl)nicotinate). Run in CO (methanol), O (water). The product is O1CCN(CC1)CC1=NN(C=C1)C1=C(C(=O)O)C=CC=N1 (2-(3-(Morpholinomethyl)-1H-pyrazol-1-yl)nicotinic acid). The yield is 87.5%. As a reaction SMILES: [O:1]1[CH2:6][CH2:5][N:4]([CH2:7][C:8]2[CH:12]=[CH:11][N:10]([C:13]3[N:23]=[CH:22][CH:21]=[CH:20][C:14]=3[C:15]([O:17]CC)=[O:16])[N:9]=2)[CH2:3][CH2:2]1>CO.O>[O:1]1[CH2:2][CH2:3][N:4]([CH2:7][C:8]2[CH:12]=[CH:11][N:10]([C:13]3[N:23]=[CH:22][CH:21]=[CH:20][C:14]=3[C:15]([OH:17])=[O:16])[N:9]=2)[CH2:5][CH2:6]1. Procedure details: To ethyl 2-(3-(morpholinomethyl)-1H-pyrazol-1-yl)nicotinate (370 mg, 1.170 mmol) in methanol (20 mL) and water (2 mL) NaOH (2m solution; 1.7 mL) was added and the mixture heated to reflux for 90 min. The reaction mixture was concentrated, taken up in water, 1.7 mL of 2n HCl added and concentrated again. The obtained solid was treated with 20 mL of acetone, the remainder filtered off and dried to give 295 mg of the acid as off-white amorphous solid; ESI-MS [M+H]+: 289.2. Starting materials: CCOC(=O)c1csc(C2CCCCC2)c1, [Na+], [OH-], O. Yields the product O=C(O)c1csc(C2CCCCC2)c1. RXN SMILES: [CH2:3]([CH3:4])[O:5][C:6](=[O:7])[c:8]1[cH:9][s:10][c:11]([CH:13]2[CH2:14][CH2:15][CH2:16][CH2:17][CH2:18]2)[cH:12]1.[Na+:2].[OH-:1].[OH2:19]>>[O:5]=[C:6]([OH:7])[c:8]1[cH:9][s:10][c:11]([CH:13]2[CH2:14][CH2:15][CH2:16][CH2:17][CH2:18]2)[cH:12]1.